Dataset: the Open Reaction Database (ORD), a public repository of structured organic reaction records. Task: describe an organic reaction: reactants, conditions, products, and yield Starting materials: solution, BrN1C(CCC1=O)=O (N-bromo succinimide), C1(CC1)C(=O)NCCC1=CNC2=CC=C(C=C12)OC (N-cyclopropanoyl-5-methoxytryptamine), 4j, [OH-].[Na+] (NaOH). Run in C(C)(=O)O (acetic acid). Conditions: time 4 hour. Product: BrC1=C(CCNC(=O)C2CC2)C2=CC(=CC=C2N1)OC (2-Bromo-N-cyclopropanoyl-5-methoxytryptamine). Isolated yield 29.0%. RXN SMILES: [Br:1]N1C(=O)CCC1=O.[CH:9]1([C:12]([NH:14][CH2:15][CH2:16][C:17]2[C:25]3[C:20](=[CH:21][CH:22]=[C:23]([O:26][CH3:27])[CH:24]=3)[NH:19][CH:18]=2)=[O:13])[CH2:11][CH2:10]1.[OH-].[Na+]>C(O)(=O)C>[Br:1][C:18]1[NH:19][C:20]2[C:25](=[CH:24][C:23]([O:26][CH3:27])=[CH:22][CH:21]=2)[C:17]=1[CH2:16][CH2:15][NH:14][C:12]([CH:9]1[CH2:11][CH2:10]1)=[O:13] |f:2.3|. Procedure details: N-bromo succinimide (0.89 g, 5 mmol) was added to a solution of N-cyclopropanoyl-5-methoxytryptamine, 4j (1.29 g, 5 mmol) in acetic acid (20 mL). The reaction mixture was stirred under N2 at room temperature for 4 h, then cooled at 0° C., neutralized with a 50% solution of NaOH and extracted with ethyl acetate. The combined organic layers were washed with NaCl solution, dried (Na2SO4) and concentrated. Purification by flash chromatography (silica gel; ethyl acetate/cyclohexane 6:4) and crystalli... Starting materials: Cc1c(Cl)cc(C(=O)C(Cl)CC(=O)O)cc1Cl, Cl, [Na+], [Na+], O=C([O-])[O-]. The product is Cc1c(Cl)cc(C(=O)C(O)CC(=O)O)cc1Cl. Reaction SMILES: [Cl:1][CH:2]([CH2:3][C:4](=[O:5])[OH:6])[C:7](=[O:8])[c:9]1[cH:10][c:11]([Cl:17])[c:12]([CH3:16])[c:13]([Cl:15])[cH:14]1.[ClH:24].[Na+:18].[Na+:19].[O-:20][C:21](=[O:22])[O-:23]>>[CH:2]([CH2:3][C:4](=[O:5])[OH:6])([C:7](=[O:8])[c:9]1[cH:10][c:11]([Cl:17])[c:12]([CH3:16])[c:13]([Cl:15])[cH:14]1)[OH:20]. The reactants are N(=O)OCCC(C)C (isoamyl nitrite), C(C1=CC=CC=C1)OC=1C=C(OC2=C(N)C=C(C(=C2)N2C(N(C(=CC2=O)C(F)(F)F)C)=O)F)C=CC1 (2-(3-benzyloxyphenoxy)-5-fluoro-4-[3-methyl-2,6-dioxo-4-(trifluoromethyl)-1,2,3,6-tetrahydropyrimidin-1-yl]aniline), Cl (hydrochloric acid). Reagents/catalysts: [Cu]Cl (copper (I) chloride), [Cu](Cl)Cl (copper (II) chloride). Run in C(C)#N (acetonitrile). Conditions: time 1 hour. Product: ClC1=C(OC=2C=C(OCC3=CC=CC=C3)C=CC2)C=C(C(=C1)F)N1C(N(C(=CC1=O)C(F)(F)F)C)=O (([3-{2-chloro-4-fluoro-5-[3-methyl-2,6-dioxo-4-(trifluoromethyl)-1,2,3,6-tetrahydropyrimidin-1-yl]phenoxy}phenoxy]methyl)benzene). Reaction SMILES: N(OCCC(C)C)=O.[CH2:9]([O:16][C:17]1[CH:18]=[C:19]([CH:42]=[CH:43][CH:44]=1)[O:20][C:21]1[CH:27]=[C:26]([N:28]2[C:33](=[O:34])[CH:32]=[C:31]([C:35]([F:38])([F:37])[F:36])[N:30]([CH3:39])[C:29]2=[O:40])[C:25]([F:41])=[CH:24][C:22]=1N)[C:10]1[CH:15]=[CH:14][CH:13]=[CH:12][CH:11]=1.[ClH:45]>[Cu]Cl.[Cu](Cl)Cl.C(#N)C>[Cl:45][C:22]1[CH:24]=[C:25]([F:41])[C:26]([N:28]2[C:33](=[O:34])[CH:32]=[C:31]([C:35]([F:38])([F:37])[F:36])[N:30]([CH3:39])[C:29]2=[O:40])=[CH:27][C:21]=1[O:20][C:19]1[CH:18]=[C:17]([CH:44]=[CH:43][CH:42]=1)[O:16][CH2:9][C:10]1[CH:15]=[CH:14][CH:13]=[CH:12][CH:11]=1. Reported procedure: 0.34 g of isoamyl nitrite was added dropwise to a mixture of 1.5 g of 2-(3-benzyloxyphenoxy)-5-fluoro-4-[3-methyl-2,6-dioxo-4-(trifluoromethyl)-1,2,3,6-tetrahydropyrimidin-1-yl]aniline, 0.57 g of copper (I) chloride, 1.17 g of copper (II) chloride, and 21 ml of acetonitrile at room temperature, and the mixture was stirred for 1 hour. This reaction solution was poured into 2% hydrochloric acid, and extracted with ethyl acetate. The organic layer was washed with saturated saline, dried over anhydr... The reactants are C=CCBr, [Cl-], Fc1ccc([Si](Cl)(CCl)c2ccc(F)cc2)cc1, I, [Mg], [NH4+]. Yields the product C=CC[Si](CCl)(c1ccc(F)cc1)c1ccc(F)cc1. As a reaction SMILES: [Br:3][CH2:4][CH:5]=[CH2:6].[Cl-:25].[F:7][c:8]1[cH:9][cH:10][c:11]([Si:14]([CH2:15][Cl:16])([Cl:17])[c:18]2[cH:19][cH:20][c:21]([F:24])[cH:22][cH:23]2)[cH:12][cH:13]1.[I:2].[Mg:1].[NH4+:26]>>[CH2:4]([CH:5]=[CH2:6])[Si:14]([c:11]1[cH:10][cH:9][c:8]([F:7])[cH:13][cH:12]1)([CH2:15][Cl:16])[c:18]1[cH:19][cH:20][c:21]([F:24])[cH:22][cH:23]1. The reactants are [OH-].[Na+] (sodium hydroxide), COC=1C=CC2=C(NC(C(O2)C2=CC=CC=C2)=O)C1 (6-Methoxy-2-phenyl-2H-1,4-benzoxazin-3(4H)-one), O1CCCC1 (tetrahydrofuran), [H-].[Al+3].[Li+].[H-].[H-].[H-] (lithium aluminium hydride). Run in O (water), O (water). Run at time 16 hour. The product is COC=1C=CC2=C(NCC(O2)C2=CC=CC=C2)C1 (6-Methoxy-2-phenyl-3,4-dihydro-2H-1,4-benzoxazine). As a reaction SMILES: [CH3:1][O:2][C:3]1[CH:4]=[CH:5][C:6]2[O:11][CH:10]([C:12]3[CH:17]=[CH:16][CH:15]=[CH:14][CH:13]=3)[C:9](=O)[NH:8][C:7]=2[CH:19]=1.O1CCCC1.[H-].[Al+3].[Li+].[H-].[H-].[H-].[OH-].[Na+]>O>[CH3:1][O:2][C:3]1[CH:4]=[CH:5][C:6]2[O:11][CH:10]([C:12]3[CH:17]=[CH:16][CH:15]=[CH:14][CH:13]=3)[CH2:9][NH:8][C:7]=2[CH:19]=1 |f:2.3.4.5.6.7,8.9|. Reported procedure: Under an inert atmosphere, the compound obtained in Step B (3.26 g; 12.77 mmol) is dissolved in 70 ml of anhydrous tetrahydrofuran (6 ml/1 mmol), and then lithium aluminium hydride (5 eq.; 63.85 mmol; 2.42 g) is added in portions at 0° C. The mixture is stirred at ambient temperature for 16 hours, and then the solution is hydrolysed at 0° C. with 2.4 ml of water, 2.4 ml of a 15% sodium hydroxide solution and 7.2 ml of water. The solution is stirred for 30 minutes, and the salts that have formed ... Starting materials: CC1=C(C(CCC1)(C)C)C=O (2,6,6-trimethylcyclohex-1-enecarbaldehyde), CC1(C(C(CCC1)C)CCCC(=O)O)C (4-(2,2,6-trimethylcyclohexyl)butanoic acid), CC1(C(CCC1C)CCCC(=O)O)C (4-(2,2,3-trimethylcyclopentyl)butanoic acid). Yields the product CC1(C(C(CCC1)C)CCC(=O)O)C (3-(2,2,6-trimethylcyclohexyl)propanoic acid). RXN SMILES: [CH3:1][C:2]1[CH2:7][CH2:6][CH2:5][C:4]([CH3:9])([CH3:8])[C:3]=1[CH:10]=O.CC1(C)CCCC(C)C1CC[CH2:22][C:23]([OH:25])=[O:24].CC1(C)C(C)CCC1CCCC(O)=O>>[CH3:9][C:4]1([CH3:8])[CH2:5][CH2:6][CH2:7][CH:2]([CH3:1])[CH:3]1[CH2:10][CH2:22][C:23]([OH:25])=[O:24]. Procedure: 3-(2,2,6-trimethylcyclohexyl)propanoic acid was synthesized in three steps starting from 2,6,6-trimethylcyclohex-1-enecarbaldehyde, analogous to the 3-step procedure described for 4-(2,2,6-trimethylcyclohexyl)butanoic acid and 4-(2,2,3-trimethylcyclopentyl)butanoic acid herein-above, as indicated below. The reactants are COC(=O)Cc1ccc(OC)c(-c2ccc(C(F)(F)F)cc2CNC2CCC2)c1, CC(=O)Cl. Yields the product COC(=O)Cc1ccc(OC)c(-c2ccc(C(F)(F)F)cc2CN(C(C)=O)C2CCC2)c1. As a reaction SMILES: [CH3:1][O:2][C:3]([CH2:4][c:5]1[cH:6][c:7](-[c:13]2[c:14]([CH2:23][NH:24][CH:25]3[CH2:26][CH2:27][CH2:28]3)[cH:15][c:16]([C:19]([F:20])([F:21])[F:22])[cH:17][cH:18]2)[c:8]([O:11][CH3:12])[cH:9][cH:10]1)=[O:29].[CH3:30][C:31]([Cl:32])=[O:33]>>[CH3:1][O:2][C:3]([CH2:4][c:5]1[cH:6][c:7](-[c:13]2[c:14]([CH2:23][N:24]([CH:25]3[CH2:26][CH2:27][CH2:28]3)[C:31]([CH3:30])=[O:33])[cH:15][c:16]([C:19]([F:20])([F:21])[F:22])[cH:17][cH:18]2)[c:8]([O:11][CH3:12])[cH:9][cH:10]1)=[O:29].